This data is from the Open Reaction Database (ORD), a public repository of structured organic reaction records. The task is: describe an organic reaction: reactants, conditions, products, and yield Reactants: C(C)(C)(C)OC(=O)N1C[C@H]2CC3=CC=C(N=C3N2[C@@H](C1)C)COCCOC1OCCCC1 ((4R,9aR)-4-methyl-6-[2-(tetrahydro-pyran-2-yloxy)-ethoxymethyl]-3,4,9,9a-tetrahydro-1H-2,4a,5-triaza-fluorene-2-carboxylic acid tert-butyl ester), C1(=CC=C(C=C1)S(=O)(=O)O)C (para-toluenesulphonic acid). Solvent: CO (methanol). Reaction conditions: time 30 minute. Yields the product C(C)(C)(C)OC(=O)N1C[C@H]2CC3=CC=C(N=C3N2[C@@H](C1)C)COCCO ((4R,9aR)-6-(2-Hydroxy-ethoxymethyl)-4-methyl-3,4,9,9a-tetrahydro-1H-2,4a,5-triaza-fluorene-2-carboxylic acid tert-butyl ester). Yield: 71.6%. As a reaction SMILES: [C:1]([O:5][C:6]([N:8]1[CH2:20][C@@H:19]([CH3:21])[N:18]2[C@H:10]([CH2:11][C:12]3[C:17]2=[N:16][C:15]([CH2:22][O:23][CH2:24][CH2:25][O:26]C2CCCCO2)=[CH:14][CH:13]=3)[CH2:9]1)=[O:7])([CH3:4])([CH3:3])[CH3:2].C1(C)C=CC(S(O)(=O)=O)=CC=1>CO>[C:1]([O:5][C:6]([N:8]1[CH2:20][C@@H:19]([CH3:21])[N:18]2[C@H:10]([CH2:11][C:12]3[C:17]2=[N:16][C:15]([CH2:22][O:23][CH2:24][CH2:25][OH:26])=[CH:14][CH:13]=3)[CH2:9]1)=[O:7])([CH3:4])([CH3:3])[CH3:2]. Procedure details: To the solution of 0.16 g (0.36 mmol) (4R,9aR)-4-methyl-6-[2-(tetrahydro-pyran-2-yloxy)-ethoxymethyl]-3,4,9,9a-tetrahydro-1H-2,4a,5-triaza-fluorene-2-carboxylic acid tert-butyl ester in 3 ml methanol was added 0.136 g (0.71 mmol) para-toluenesulphonic acid. After 30 min, the solvent was removed on a rotary evaporator and the residue was chromatographed on silica gel (0.032–0.063 mm) with dichloromethane:methanol:ammonia (19:1:0.1) as eluant to afford the desired compound as a light yellow oil (7...